Dataset: the Open Reaction Database (ORD), a public repository of structured organic reaction records. Task: describe an organic reaction: reactants, conditions, products, and yield The reactants are CC=1C(=NC=CC1)CN (C-(3-methyl-pyridin-2-yl)-methylamine), C(C)(C)(C)OC(NC=1C(=NC=CC1)C=O)=O ((2-formyl-pyridin-3-yl)-carbamic acid tert-butyl ester), [BH-](OC(=O)C)(OC(=O)C)OC(=O)C.[Na+] (NaBH(OAc)3). Solvent: C(Cl)Cl (CH2Cl2). Product: C(C)(C)(C)OC(NC=1C(=NC=CC1)CNCC1=NC=CC=C1C)=O ((2-{[(3-Methyl-pyridin-2-ylmethyl)-amino]-methyl}-pyridin-3-yl)-carbamic acid tert-butyl ester). Reaction SMILES: [CH3:1][C:2]1[C:3]([CH2:8][NH2:9])=[N:4][CH:5]=[CH:6][CH:7]=1.[C:10]([O:14][C:15](=[O:25])[NH:16][C:17]1[C:18]([CH:23]=O)=[N:19][CH:20]=[CH:21][CH:22]=1)([CH3:13])([CH3:12])[CH3:11].[BH-](OC(C)=O)(OC(C)=O)OC(C)=O.[Na+]>C(Cl)Cl>[C:10]([O:14][C:15](=[O:25])[NH:16][C:17]1[C:18]([CH2:23][NH:9][CH2:8][C:3]2[C:2]([CH3:1])=[CH:7][CH:6]=[CH:5][N:4]=2)=[N:19][CH:20]=[CH:21][CH:22]=1)([CH3:13])([CH3:12])[CH3:11] |f:2.3|. Reported procedure: Using General Procedure B: Reaction of C-(3-methyl-pyridin-2-yl)-methylamine and (2-formyl-pyridin-3-yl)-carbamic acid tert-butyl ester with NaBH(OAc)3 in CH2Cl2 gave (2-{[(3-Methyl-pyridin-2-ylmethyl)-amino]-methyl}-pyridin-3-yl)-carbamic acid tert-butyl ester as a yellow oil. Solvent: CS(C)=O (DMSO), O (water), CS(C)=O (DMSO), CS(C)=O (DMSO), CS(C)=O (DMSO). The reactants are CN1C(=O)C[C@](C)(N/C/1=N/C(=O)OC(C)(C)C)c2sccc2Cl, CC1(C)OB(OC1(C)C)c2cnc(nc2)n3cccn3. Reagents/catalysts: CCN=P(N=P(N(C)C)(N(C)C)N(C)C)(N(C)C)N(C)C (P2-Et), CC(C)c1cc(C(C)C)c(-c2ccccc2[PH](C(C)(C)C)(C(C)(C)C)[Pd]2(OS(C)(=O)=O)Nc3ccccc3-c3ccccc32)c(C(C)C)c1 (tBuXphos G3). The product is CN1C(=O)C[C@](C)(N/C/1=N/C(=O)OC(C)(C)C)c2sccc2c3cnc(nc3)n4cccn4, CN1C(=O)C[C@](C)(N/C/1=N/C(=O)OC(C)(C)C)c2sccc2Cl, c1ccc(-c2ccccc2)cc1. Conditions: time 22 hour. Reactants: COc1ccc(C(C)=O)c2c1CCCC2, CC(=O)OC(C)=O, O=[N+]([O-])O, O=S(=O)(O)O. Product: COc1c([N+](=O)[O-])cc(C(C)=O)c2c1CCCC2. RXN SMILES: [C:5]([CH3:6])(=[O:7])[c:8]1[cH:9][cH:10][c:11]([O:18][CH3:19])[c:12]2[c:17]1[CH2:16][CH2:15][CH2:14][CH2:13]2.[CH3:25][C:26]([O:27][C:28](=[O:29])[CH3:30])=[O:31].[OH:1][N+:2]([O-:3])=[O:4].[S:20](=[O:21])(=[O:22])([OH:23])[OH:24]>>[O-:1][N+:2](=[O:4])[c:10]1[cH:9][c:8]([C:5]([CH3:6])=[O:7])[c:17]2[c:12]([c:11]1[O:18][CH3:19])[CH2:13][CH2:14][CH2:15][CH2:16]2. The reactants are NC=1N=NC(=C(N1)C1=CC=CC=C1)C1=CC=C(C=C1)O (4-(3-Amino-5-phenyl-1,2,4-triazin-6-yl)-phenol), IN1C(CCC1=O)=O (1-iodopyrrolidine-2,5-dione). Run in CC(=O)O (AcOH). Run at time 1 hour. Yields the product NC=1N=NC(=C(N1)C1=CC=CC=C1)C1=CC(=C(C=C1)O)I (4-(3-amino-5-phenyl-1,2,4-triazin-6-yl)-2-iodophenol). RXN SMILES: [NH2:1][C:2]1[N:3]=[N:4][C:5]([C:14]2[CH:19]=[CH:18][C:17]([OH:20])=[CH:16][CH:15]=2)=[C:6]([C:8]2[CH:13]=[CH:12][CH:11]=[CH:10][CH:9]=2)[N:7]=1.[I:21]N1C(=O)CCC1=O>CC(O)=O>[NH2:1][C:2]1[N:3]=[N:4][C:5]([C:14]2[CH:15]=[CH:16][C:17]([OH:20])=[C:18]([I:21])[CH:19]=2)=[C:6]([C:8]2[CH:9]=[CH:10][CH:11]=[CH:12][CH:13]=2)[N:7]=1. Reported procedure: 4-(3-Amino-5-phenyl-1,2,4-triazin-6-yl)-phenol (vide supra; 140 mg, 0.530 mmol) was reacted with AcOH (2 mL) and 1-iodopyrrolidine-2,5-dione (119 mg, 0.530 mmol). The mixture was stirred at room temperature for 1 hour then concentrated in vacuo and purified by column chromatography (35 mg, 32%).